This data is from the Open Reaction Database (ORD), a public repository of structured organic reaction records. The task is: describe an organic reaction: reactants, conditions, products, and yield Starting materials: Cl.N1=NNC(=C1)C1CNCCC1 (3-(3H-1,2,3-triazol-4-yl)piperidine hydrochloride), C(C)N1C2=CC=CC=C2C=2C=C(C=CC12)C=O (9-ethyl-9H-carbazole-3-carbaldehyde), C(C)N(C(C)C)C(C)C (N-ethyl-N-isopropylpropan-2-amine), C(C)(=O)O (acetic acid), [BH3-]C#N.[Na+] (NaBH3CN), C([O-])(O)=O.[Na+].O (sodium bicarbonate water). The solvent is CO (MeOH), C(Cl)Cl (DCM), C(C)O (ethanol). Reaction conditions: temperature 40 celsius. Yields the product N1=NNC(=C1)C1CN(CCC1)CC=1C=CC=2N(C3=CC=CC=C3C2C1)CC (3-((3-(3H-1,2,3-triazol-4-yl)piperidin-1-yl)methyl)-9-ethyl-9H-carbazole). The yield is 42.3%. As a reaction SMILES: Cl.[N:2]1[CH:6]=[C:5]([CH:7]2[CH2:12][CH2:11][CH2:10][NH:9][CH2:8]2)[NH:4][N:3]=1.[CH2:13]([N:15]1[C:27]2[CH:26]=[CH:25][C:24]([CH:28]=O)=[CH:23][C:22]=2[C:21]2[C:16]1=[CH:17][CH:18]=[CH:19][CH:20]=2)[CH3:14].C(N(C(C)C)C(C)C)C.C(O)(=O)C.[BH3-]C#N.[Na+].C(=O)(O)[O-].[Na+].O>C(O)C.CO.C(Cl)Cl>[N:2]1[CH:6]=[C:5]([CH:7]2[CH2:12][CH2:11][CH2:10][N:9]([CH2:28][C:24]3[CH:25]=[CH:26][C:27]4[N:15]([CH2:13][CH3:14])[C:16]5[C:21]([C:22]=4[CH:23]=3)=[CH:20][CH:19]=[CH:18][CH:17]=5)[CH2:8]2)[NH:4][N:3]=1 |f:0.1,5.6,7.8.9|. Procedure: A 100-mL round-bottomed flask was charged with a solution of 3-(3H-1,2,3-triazol-4-yl)piperidine hydrochloride (500 mg, 3.29 mmol, 1.00 equiv) in ethanol (50 mL), 9-ethyl-9H-carbazole-3-carbaldehyde (890 mg, 3.99 mmol, 1.50 equiv), N-ethyl-N-isopropylpropan-2-amine (1.37 g, 10.62 mmol, 4.00 equiv), acetic acid (640 mg, 10.67 mmol, 4.00 equiv) and NaBH3CN (510 mg, 8.10 mmol, 3.00 equiv). The resulting solution was heated to 40° C. in an oil bath for 16 hours. The reaction progress was monitored b... Starting materials: C(C)#N (acetonitrile), C(=O)(C(F)(F)F)O (TFA), N([C@@H](CC1=CC=CC=C1)C(=O)OCC)C(=O)C (AcPhe-OEt), N[C@@H](C)C(=O)N (Ala-NH2), poly(2-N-methacrylamido-2-deoxy-D-glucose). Run in O1CCOCC1 (dioxane), tertiary amine, O (water). Conditions: time 12 hour. Product: N([C@@H](CC1=CC=CC=C1)C(=O)N[C@@H](C)C(=O)N)C(=O)C (AcPheAla-NH2). Reaction SMILES: [NH:1]([C:15]([CH3:17])=[O:16])[C@H:2]([C:10]([O:12]CC)=O)[CH2:3][C:4]1[CH:9]=[CH:8][CH:7]=[CH:6][CH:5]=1.[NH2:18][C@H:19]([C:21]([NH2:23])=[O:22])[CH3:20].C(#N)C.C(O)(C(F)(F)F)=O>O1CCOCC1.O>[NH:1]([C:15]([CH3:17])=[O:16])[C@H:2]([C:10]([NH:18][C@H:19]([C:21]([NH2:23])=[O:22])[CH3:20])=[O:12])[CH2:3][C:4]1[CH:5]=[CH:6][CH:7]=[CH:8][CH:9]=1. Procedure details: An equimolar solution of AcPhe-OEt (acceptor) and Ala-NH2 (donor) was dissolved in dioxane containing 5 vol % tertiary amine and approximately 1 vol % water at 23° C. The solution was shaken at 25 oscillations/min and approximately 10 units of poly(2-N-methacrylamido-2-deoxy-D-glucose) α-chymotrypsin conjugate was added. The reaction was monitored using HPLC analysis on a C18 column using 25% acetonitrile aqueous solution with 0.1% TFA as the eluent. After 12 hours, HPLC analysis found a quantit... Starting materials: NC(=O)CBr, CC#N, [K+], [K+], O=C([O-])[O-], NS(=O)(=O)c1ccccc1O. The product is NC(=O)COc1ccccc1S(N)(=O)=O. As a reaction SMILES: [Br:12][CH2:13][C:14](=[O:15])[NH2:16].[CH3:23][C:24]#[N:25].[K+:17].[K+:18].[O-:19][C:20]([O-:21])=[O:22].[OH:1][c:2]1[c:3]([S:8]([NH2:9])(=[O:10])=[O:11])[cH:4][cH:5][cH:6][cH:7]1>>[O:1]([c:2]1[c:3]([S:8]([NH2:9])(=[O:10])=[O:11])[cH:4][cH:5][cH:6][cH:7]1)[CH2:13][C:14](=[O:15])[NH2:16]. The reactants are COc1cc2nc(-c3n[nH]cc3[N+](=O)[O-])[nH]c2cc1OC, CCO, CN(C)C=O. Product: COc1cc2nc(-c3n[nH]cc3N)[nH]c2cc1OC. Reaction SMILES: [CH3:1][O:2][c:3]1[cH:4][c:5]2[c:6]([nH:7][c:8](-[c:10]3[n:11][nH:12][cH:13][c:14]3[N+:15]([O-:16])=[O:17])[n:9]2)[cH:18][c:19]1[O:20][CH3:21].[CH3:22][CH2:23][OH:24].[O:25]=[CH:26][N:27]([CH3:28])[CH3:29]>>[CH3:1][O:2][c:3]1[cH:4][c:5]2[c:6]([n:7][c:8](-[c:10]3[n:11][nH:12][cH:13][c:14]3[NH2:15])[nH:9]2)[cH:18][c:19]1[O:20][CH3:21]. Starting materials: mixture, ClC=1C(=NC(=C(C1Cl)Cl)Cl)C(Cl)(Cl)Cl (3,4,5,6-tetrachloro-2-trichloromethyl pyridine), ferric chloride, ClCl (chlorine). Run at time 5 hour. Product: ClC=1C(=NC(=C(C1Cl)Cl)Cl)C(Cl)(Cl)Cl (3,4,5,6-tetrachloro-2-trichloromethyl pyridine), ClC=1C(=NC=C(C1Cl)Cl)C(Cl)(Cl)Cl (3,4,5-trichloro-2-trichloromethyl pyridine). As a reaction SMILES: [Cl:1][C:2]1[C:3]([C:11]([Cl:14])([Cl:13])[Cl:12])=[N:4][C:5]([Cl:10])=[C:6]([Cl:9])[C:7]=1[Cl:8].ClCl>>[Cl:1][C:2]1[C:3]([C:11]([Cl:14])([Cl:12])[Cl:13])=[N:4][C:5]([Cl:10])=[C:6]([Cl:9])[C:7]=1[Cl:8].[Cl:1][C:2]1[C:3]([C:11]([Cl:14])([Cl:12])[Cl:13])=[N:4][CH:5]=[C:6]([Cl:9])[C:7]=1[Cl:8]. Procedure: Fifty grams of a mixture respectively containing about 32% 3,4,5-trichloro and about 64% 3,4,5,6-tetrachloro-2-trichloromethyl pyridine on a molar basis were charged to an electrically heated 250 ml glass batch chlorination reactor. 11/2 grams of anhydrous ferric chloride powder was charged to the reactor and chlorine at 70 grams/hour was sparged into the reactor through a bottom discharging sparger and the temperature adjusted to 200° C. The flow of chlorine was controlled so that at least a 50... Starting materials: ClC1=CC=C(C(C2=CC=C(C=C2)Cl)OC2CNC2)C=C1 (3-(4,4′-dichlorobenzhydryloxy)azetidine), [N-]=C=O (isocyanate), ClC1=C(C(C2=CC=C(C=C2)Cl)OC2CN(C2)C(=O)NC(C)(C)C)C=CC(=C1)Cl (3-(2,4,4′-trichlorobenzhydryloxy)-N-(tert-butyl)azetidine-1-carboxamide). Yields the product ClC1=CC=C(C(C2=CC=C(C=C2)Cl)OC2CN(C2)C(=O)NC2CCCCC2)C=C1 (3-(4,4′-dichlorobenzhydryloxy)-N-(cyclohexyl)azetidine-1-carboxamide). As a reaction SMILES: Cl[C:2]1[CH:20]=CC(C(OC2CNC2)C2C=CC(Cl)=CC=2)=C[CH:3]=1.[N-]=C=O.Cl[C:25]1[CH:50]=[C:49]([Cl:51])[CH:48]=[CH:47][C:26]=1[CH:27]([O:35][CH:36]1[CH2:39][N:38]([C:40]([NH:42][C:43]([CH3:46])(C)[CH3:44])=[O:41])[CH2:37]1)[C:28]1[CH:33]=[CH:32][C:31]([Cl:34])=[CH:30][CH:29]=1>>[Cl:34][C:31]1[CH:30]=[CH:29][C:28]([CH:27]([O:35][CH:36]2[CH2:39][N:38]([C:40]([NH:42][CH:43]3[CH2:44][CH2:20][CH2:2][CH2:3][CH2:46]3)=[O:41])[CH2:37]2)[C:26]2[CH:47]=[CH:48][C:49]([Cl:51])=[CH:50][CH:25]=2)=[CH:33][CH:32]=1. Procedure details: This material was prepared from 3-(4,4′-dichlorobenzhydryloxy)azetidine (36) and the corresponding commercially available isocyanate, using the procedure described for compound (5). Starting materials: O=C(Cl)c1cccnc1, CCN(C(C)C)C(C)C, Cl, Nc1ccc(C(CC2CCCC2)C(=O)O)cc1, C1CCOC1. The product is O=C(Nc1ccc(C(CC2CCCC2)C(=O)O)cc1)c1cccnc1. RXN SMILES: [C:28]([c:29]1[cH:30][n:31][cH:32][cH:33][cH:34]1)(=[O:35])[Cl:36].[CH:18]([N:19]([CH2:20][CH3:21])[CH:22]([CH3:23])[CH3:24])([CH3:25])[CH3:26].[ClH:27].[NH2:1][c:2]1[cH:3][cH:4][c:5]([CH:8]([C:9](=[O:10])[OH:11])[CH2:12][CH:13]2[CH2:14][CH2:15][CH2:16][CH2:17]2)[cH:6][cH:7]1.[O:37]1[CH2:38][CH2:39][CH2:40][CH2:41]1>>[NH:1]([c:2]1[cH:3][cH:4][c:5]([CH:8]([C:9](=[O:10])[OH:11])[CH2:12][CH:13]2[CH2:14][CH2:15][CH2:16][CH2:17]2)[cH:6][cH:7]1)[C:28]([c:29]1[cH:30][n:31][cH:32][cH:33][cH:34]1)=[O:35].